Dataset: the Open Reaction Database (ORD), a public repository of structured organic reaction records. Task: describe an organic reaction: reactants, conditions, products, and yield Reactants: ClC=1C(=CC(=C(C#N)C1)F)OC1=C(C=C(C=C1)Cl)C1=CC=NN1C (5-chloro-4-[4-chloro-2-(1-methyl-1H-pyrazol-5-yl)phenoxy]-2-fluorobenzonitrile), OO (hydrogen peroxide), C([O-])([O-])=O.[K+].[K+] (potassium carbonate). Run in CS(=O)C (DMSO). Run at time 18 hour. The product is ClC=1C(=CC(=C(C(=O)N)C1)F)OC1=C(C=C(C=C1)Cl)C1=CC=NN1C (5-chloro-4-[4-chloro-2-(1-methyl-1H-pyrazol-5-yl)phenoxy]-2-fluorobenzamide). Isolated yield 105.1%. RXN SMILES: [Cl:1][C:2]1[C:3]([O:11][C:12]2[CH:17]=[CH:16][C:15]([Cl:18])=[CH:14][C:13]=2[C:19]2[N:23]([CH3:24])[N:22]=[CH:21][CH:20]=2)=[CH:4][C:5]([F:10])=[C:6]([CH:9]=1)[C:7]#[N:8].OO.C(=O)([O-])[O-:28].[K+].[K+]>CS(C)=O>[Cl:1][C:2]1[C:3]([O:11][C:12]2[CH:17]=[CH:16][C:15]([Cl:18])=[CH:14][C:13]=2[C:19]2[N:23]([CH3:24])[N:22]=[CH:21][CH:20]=2)=[CH:4][C:5]([F:10])=[C:6]([CH:9]=1)[C:7]([NH2:8])=[O:28] |f:2.3.4|. Procedure: To a solution of 5-chloro-4-[4-chloro-2-(1-methyl-1H-pyrazol-5-yl)phenoxy]-2-fluorobenzonitrile (Preparation 19, 290 mg, 0.801 mmol) in DMSO (0.8 mL) was added hydrogen peroxide (545 μL, 16 mmol) followed by potassium carbonate (221 mg, 1.60 mmol). The reaction was stirred at room temperature for 18 hours. The reaction was then purified directly using trilution reverse phase chromatography to furnish the title compound (320 mg, 105%). The reactants are N1=CC=CC=C1 (pyridine), [BH4-].[Li+] (lithium borohydride), Cl (hydrochloric acid), C(C1=CC=CC=C1)N1C=2C=CC(=CC2C2=CC=CC=C2C1=O)C=C1C(NC(S1)=O)=O (5-[1-(5-benzyl-6-oxo-5,6-dihydrophenanthridin-2-yl)methylidene]thiazolidine-2,4-dione). The solvent is C1CCOC1 (THF), C1CCOC1 (THF). The product is C(C1=CC=CC=C1)N1C=2C=CC(=CC2C2=CC=CC=C2C1=O)CC1C(NC(S1)=O)=O (5-[1-(5-benzyl-6-oxo-5,6-dihydrophenanthridin-2-yl)methyl]thiazolidine-2,4-dione). The yield is 37.2%. Reaction SMILES: [CH2:1]([N:8]1[C:21](=[O:22])[C:20]2[C:15](=[CH:16][CH:17]=[CH:18][CH:19]=2)[C:14]2[CH:13]=[C:12]([CH:23]=[C:24]3[S:28][C:27](=[O:29])[NH:26][C:25]3=[O:30])[CH:11]=[CH:10][C:9]1=2)[C:2]1[CH:7]=[CH:6][CH:5]=[CH:4][CH:3]=1.N1C=CC=CC=1.[BH4-].[Li+].Cl>C1COCC1>[CH2:1]([N:8]1[C:21](=[O:22])[C:20]2[C:15](=[CH:16][CH:17]=[CH:18][CH:19]=2)[C:14]2[CH:13]=[C:12]([CH2:23][CH:24]3[S:28][C:27](=[O:29])[NH:26][C:25]3=[O:30])[CH:11]=[CH:10][C:9]1=2)[C:2]1[CH:3]=[CH:4][CH:5]=[CH:6][CH:7]=1 |f:2.3|. Reported procedure: 620 mg of 5-[1-(5-benzyl-6-oxo-5,6-dihydrophenanthridin-2-yl)methylidene]thiazolidine-2,4-dione was dissolved in 2.31 ml of THF. 2.31 ml of pyridine and 2.31 ml of a THF solution of 2 M lithium borohydride were added to the solution, followed by heating and refluxing for 4 hours. The reaction liquid was cooled, acidified with diluted hydrochloric acid, and extracted with dichloromethane. The organic layer was washed with water, then with saturated sodium chloride solution, and dried over sodium ... Conditions: temperature 90 celsius. Procedure: 2,6-DiFluoro-3-hydroxypyridine from Example 116a (2g, 15.26 mmole), 1-Cbz-2-(S)-azetidinemethyl tosylate (5.73 g 15.26 mmole, prepared in example 105), and KOH (1.4 g 24.9 mmole) were combined in DMF (15 mL) and heated at 90° C. for one hour, cooled to 20° C. and poured into brine (100 mL). The resulting mixture was extracted with ether. The combined Et2O extracts were washed with 50% brine and dried (MgSO4). The solvent was evaporated in vacuo and the crude product was chromatographed (silica g... Starting materials: FC1=NC(=CC=C1O)F (2,6-DiFluoro-3-hydroxypyridine), CN(C)C=O (DMF), S(=O)(=O)(O)C1=CC=C(C)C=C1.FC1=CC=C(C=N1)OC[C@H]1N(CC1)C (6-Fluoro-3-(1-methyl-2-(S)-azetidinylmethoxy)pyridine tosylate), [OH-].[K+] (KOH). The solvent is [Cl-].[Na+].O (brine). Reaction SMILES: [F:1][C:2]1[C:7]([OH:8])=[CH:6][CH:5]=[C:4]([F:9])[N:3]=1.S([C:14]1[CH:20]=[CH:19][C:17](C)=[CH:16][CH:15]=1)(O)(=O)=O.FC1N=CC(O[CH2:29][C@@H:30]2[CH2:33][CH2:32][N:31]2[CH3:34])=CC=1.[OH-:35].[K+].CN([CH:40]=[O:41])C>[Cl-].[Na+].O>[F:1][C:2]1[C:7]([O:8][CH2:29][C@@H:30]2[CH2:33][CH2:32][N:31]2[C:34]([O:41][CH2:40][C:14]2[CH:20]=[CH:19][CH:17]=[CH:16][CH:15]=2)=[O:35])=[CH:6][CH:5]=[C:4]([F:9])[N:3]=1 |f:1.2,3.4,6.7.8|. The yield is 34.0%. Yields the product FC1=NC(=CC=C1OC[C@H]1N(CC1)C(=O)OCC1=CC=CC=C1)F (2,6-diFluoro-3-(1-Cbz-2-(S)-azetidinylmethoxy)pyridine). The reactants are COC=1C=C2C=CC(=CC2=CC1)C(P(OCC)(=S)OCC)P(OCC)(=O)OCC (tetraethyl 6-methoxy-2-naphthylthiomethanediphosphonate), C[Si](C)(C)Br (trimethylsilyl bromide). Solvent: C(Cl)Cl (methylene chloride). The product is COC=1C=C2C=CC(=CC2=CC1)C(P(O)(=S)O)P(O)(=O)O (6-Methoxy-2-naphthylthiomethanediphosphonic Acid). Isolated yield 80.6%. RXN SMILES: [CH3:1][O:2][C:3]1[CH:4]=[C:5]2[C:10](=[CH:11][CH:12]=1)[CH:9]=[C:8]([CH:13]([P:22]([O:27]CC)(=[O:26])[O:23]CC)[P:14]([O:19]CC)(=[S:18])[O:15]CC)[CH:7]=[CH:6]2.C[Si](Br)(C)C>C(Cl)Cl>[CH3:1][O:2][C:3]1[CH:4]=[C:5]2[C:10](=[CH:11][CH:12]=1)[CH:9]=[C:8]([CH:13]([P:22]([OH:26])(=[O:23])[OH:27])[P:14]([OH:19])(=[S:18])[OH:15])[CH:7]=[CH:6]2. Procedure details: Following the same method described as in Example 2, 7.15 g (15 mmol) of tetraethyl 6-methoxy-2-naphthylthiomethanediphosphonate obtained in Example 3 in dry methylene chloride was treated with trimethylsilyl bromide, and then hydrolyzed to obtain 4.21 g of the title compound as white crystals. The yield was 77%. Starting materials: C=CCBr, CC(C)=O, [K+], [K+], O=C([O-])[O-], Oc1ccc2[nH]ccc2c1. Reaction SMILES: [CH2:17]([CH:18]=[CH2:19])[Br:20].[CH3:21][C:22](=[O:23])[CH3:24].[K+:11].[K+:12].[O-:13][C:14]([O-:15])=[O:16].[OH:1][c:2]1[cH:3][c:4]2[cH:5][cH:6][nH:7][c:8]2[cH:9][cH:10]1>>[O:1]([c:2]1[cH:3][c:4]2[cH:5][cH:6][nH:7][c:8]2[cH:9][cH:10]1)[CH2:19][CH:18]=[CH2:17]. Product: C=CCOc1ccc2[nH]ccc2c1. Starting materials: CC(C)(C)OC(=O)NC(Cc1ccc(OCc2ccccc2)cn1)C(=O)Nc1ccc(CCCC(=O)NO)cc1, ClCCl, O=C(O)C(F)(F)F. Product: NC(Cc1ccc(OCc2ccccc2)cn1)C(=O)Nc1ccc(CCCC(=O)NO)cc1. As a reaction SMILES: [CH2:1]([c:2]1[cH:3][cH:4][cH:5][cH:6][cH:7]1)[O:8][c:9]1[cH:10][cH:11][c:12]([CH2:15][CH:16]([C:17](=[O:18])[NH:19][c:20]2[cH:21][cH:22][c:23]([CH2:26][CH2:27][CH2:28][C:29](=[O:30])[NH:31][OH:32])[cH:24][cH:25]2)[NH:33][C:34](=[O:35])[O:36][C:37]([CH3:38])([CH3:39])[CH3:40])[n:13][cH:14]1.[Cl:41][CH2:42][Cl:43].[F:44][C:45]([F:46])([F:47])[C:48]([OH:49])=[O:50]>>[CH2:1]([c:2]1[cH:3][cH:4][cH:5][cH:6][cH:7]1)[O:8][c:9]1[cH:10][cH:11][c:12]([CH2:15][CH:16]([C:17](=[O:18])[NH:19][c:20]2[cH:21][cH:22][c:23]([CH2:26][CH2:27][CH2:28][C:29](=[O:30])[NH:31][OH:32])[cH:24][cH:25]2)[NH2:33])[n:13][cH:14]1. Starting materials: C(C)(=O)Cl (acetyl chloride), C(C)(=O)O (acetic acid), NC(C(=O)O)(CC1=CN=CN1)CF (2-amino-2-fluoromethyl-3-(5-imidazolyl)propionic acid), 5, Cl (hydrochloric acid). Run in [OH-].[Na+] (sodium hydroxide), [OH-].[Na+] (sodium hydroxide). Reaction conditions: temperature 5 celsius. Product: C(C)(=O)NC(C(=O)O)(CC1=CN=CN1)CF (N-Acetyl 2-amino-2-fluoromethyl-3-(5-imidazolyl)propionic acid). Reaction SMILES: [NH2:1][C:2]([CH2:12][F:13])([CH2:6][C:7]1[NH:11][CH:10]=[N:9][CH:8]=1)[C:3]([OH:5])=[O:4].[C:14](Cl)(=[O:16])[CH3:15].Cl.C(O)(=O)C>[OH-].[Na+]>[C:14]([NH:1][C:2]([CH2:12][F:13])([CH2:6][C:7]1[NH:11][CH:10]=[N:9][CH:8]=1)[C:3]([OH:5])=[O:4])(=[O:16])[CH3:15] |f:4.5|. Reported procedure: A solution of 1.87 g (0.01 mole) of 2-amino-2-fluoromethyl-3-(5-imidazolyl)propionic acid in 10 ml of 2 N sodium hydroxide solution is cooled to 5° C. To this solution, maintained at 5° C., are added simultaneously from two syringes 1.0 g (0.013 mole) of acetyl chloride and 26 ml 2 N sodium hydroxide dropwise. After 2 hours the solution is neutralized by the addition of 8 ml of 5 hydrochloric acid followed by 0.5 ml of acetic acid. The mixture is cooled to 0° C. and the resultant N-acetyl 2-amin... Reactants: ClC=1C(=NC=NC1Cl)N (5,6-dichloropyrimidin-4-amine), C1N(CCC12CCNCC2)C(=O)OC(C)(C)C (tert-butyl 2,8-diazaspiro[4.5]decane-2-carboxylate), O(C1=CC=CC=C1)C1=CC=C(C=C1)B(O)O ((4-phenoxyphenyl)boronic acid), C(C=C)(=O)Cl (acryloyl chloride). Yields the product NC1=C(C(=NC=N1)N1CCC2(CCN(C2)C(C=C)=O)CC1)C1=CC=C(C=C1)OC1=CC=CC=C1 (1-(8-(6-amino-5-(4-phenoxyphenyl)pyrimidin-4-yl)-2,8-diazaspiro[4.5]decan-2-yl)prop-2-en-1-one). As a reaction SMILES: Cl[C:2]1[C:3]([NH2:9])=[N:4][CH:5]=[N:6][C:7]=1Cl.[CH2:10]1[C:14]2([CH2:19][CH2:18][NH:17][CH2:16][CH2:15]2)[CH2:13][CH2:12][N:11]1[C:20]([O:22]C(C)(C)C)=O.[O:27]([C:34]1[CH:39]=[CH:38][C:37](B(O)O)=[CH:36][CH:35]=1)[C:28]1[CH:33]=[CH:32][CH:31]=[CH:30][CH:29]=1.[C:43](Cl)(=O)[CH:44]=C>>[NH2:9][C:3]1[N:4]=[CH:5][N:6]=[C:7]([N:17]2[CH2:16][CH2:15][C:14]3([CH2:10][N:11]([C:20](=[O:22])[CH:43]=[CH2:44])[CH2:12][CH2:13]3)[CH2:19][CH2:18]2)[C:2]=1[C:31]1[CH:32]=[CH:33][C:28]([O:27][C:34]2[CH:39]=[CH:38][CH:37]=[CH:36][CH:35]=2)=[CH:29][CH:30]=1. Reported procedure: 1-(8-(6-amino-5-(4-phenoxyphenyl)pyrimidin-4-yl)-2,8-diazaspiro[4.5]decan-2-yl)prop-2-en-1-one was prepared from 5,6-dichloropyrimidin-4-amine, tert-butyl 2,8-diazaspiro[4.5]decane-2-carboxylate, (4-phenoxyphenyl)boronic acid, and acryloyl chloride in four steps according to general scheme 2, using methods I, C, D and G. MS: m/z=456 [M+H]+. 1H-NMR (400 MHz, DMSO-d6) δ 8.33 (s, 1H), 7.44 (t, 2H), 7.35 (t, 2H), 7.19 (t, 1H), 7.10 (d, 3H), 6.91 (bs, 2H), 6.53 (m, 1H), 6.13 (d, 1H), 5.72-5.60 (m, 1H... The reactants are ice, C(CC1=CC=C(C=C1)CC12SC(SC(C(N1C)=O)(N(C2=O)C)COCC2=CC=CC=C2)C2=CC=C(C=C2)OC)C2=CC=C(C=C2)CC21SC(SC(C(N2C)=O)(N(C1=O)C)COCC1=CC=CC=C1)C1=CC=C(C=C1)OC (5,5′((Ethane-1,2-diylbis(4,1-phenylene))bis(methylene))bis(1-((benzyloxy)methyl)-3-(4-methoxyphenyl)-6,8-dimethyl-2,4-dithia-6,8-diazabicyclo[3.2.2]nonane-7,9-dione)), ice, solution, B(Cl)(Cl)Cl (boron trichloride), product. Solvent: ClCCl (dichloromethane), ClCCl (dichloromethane). Conditions: time 15 minute. Yields the product C(CC1=CC=C(C=C1)CC12SC(SC(C(N1C)=O)(N(C2=O)C)CO)C2=CC=C(C=C2)OC)C2=CC=C(C=C2)CC21SC(SC(C(N2C)=O)(N(C1=O)C)CO)C1=CC=C(C=C1)OC (5,5′-((Ethane-1,2-diylbis(4,1-phenylene))bis(methylene))bis(1-(hydroxymethyl)-3-(4-methoxyphenyl)-6,8-dimethyl-2,4-dithia-6,8-diazabicyclo[3.2.2]nonane-7,9-dione)). RXN SMILES: [CH2:1]([C:40]1[CH:45]=[CH:44][C:43]([CH2:46][C:47]23[C:57](=[O:58])[N:56]([CH3:59])[C:51]([CH2:60][O:61]CC4C=CC=CC=4)([C:52](=[O:55])[N:53]2[CH3:54])[S:50][CH:49]([C:69]2[CH:74]=[CH:73][C:72]([O:75][CH3:76])=[CH:71][CH:70]=2)[S:48]3)=[CH:42][CH:41]=1)[CH2:2][C:3]1[CH:8]=[CH:7][C:6]([CH2:9][C:10]23[C:20](=[O:21])[N:19]([CH3:22])[C:14]([CH2:23][O:24]CC4C=CC=CC=4)([C:15](=[O:18])[N:16]2[CH3:17])[S:13][CH:12]([C:32]2[CH:37]=[CH:36][C:35]([O:38][CH3:39])=[CH:34][CH:33]=2)[S:11]3)=[CH:5][CH:4]=1.B(Cl)(Cl)Cl>ClCCl>[CH2:2]([C:3]1[CH:8]=[CH:7][C:6]([CH2:9][C:10]23[C:20](=[O:21])[N:19]([CH3:22])[C:14]([CH2:23][OH:24])([C:15](=[O:18])[N:16]2[CH3:17])[S:13][CH:12]([C:32]2[CH:37]=[CH:36][C:35]([O:38][CH3:39])=[CH:34][CH:33]=2)[S:11]3)=[CH:5][CH:4]=1)[CH2:1][C:40]1[CH:45]=[CH:44][C:43]([CH2:46][C:47]23[C:57](=[O:58])[N:56]([CH3:59])[C:51]([CH2:60][OH:61])([C:52](=[O:55])[N:53]2[CH3:54])[S:50][CH:49]([C:69]2[CH:70]=[CH:71][C:72]([O:75][CH3:76])=[CH:73][CH:74]=2)[S:48]3)=[CH:42][CH:41]=1. Reported procedure: To an ice-cooled solution of 21 (125 mg, 0.126 mmol, 1 eq.) in dichloromethane, a 1 M solution of boron trichloride in dichloromethane (320 μL, 0.32 mmol, 2.5 eq) was added dropwise while stirring. The mixture was allowed to stand at 0° C. for 15 min and then was poured into the ice-cold water. The aqueous layer was extracted. with dichloromethane (3×50 mL). The combined organic extracts were dried over anhydrous magnesium sulfate, filtered and evaporated under reduced pressure. The crude reacti... The reactants are CN1C(=NC(=CC1=S)N1CCOCC1)CC(=O)[O-].[Na+] (sodium (1-methyl-4-morpholin-4-yl-6-thioxo-1,6-dihydropyrimidin-2-yl)acetate), Cl.CN(CCCN=C=NCC)C (N-[3-(dimethylamino)propyl]-N′-ethylcarbodiimide hydrochloride), C[C@H]1NC2=CC=CC=C2C1 ((R)-2-methyl-2,3-dihydro-1H-indole). Solvent: CN(C)C=O (DMF), N1=CC=CC=C1 (pyridine). The product is C[C@H]1N(C2=CC=CC=C2C1)C(CC=1N(C(C=C(N1)N1CCOCC1)=S)C)=O (1-((R)-2-methyl-2,3-dihydroindol-1-yl)-2-(1-methyl-4-morpholin-4-yl-6-thioxo-1,6-dihydropyrimidin-2-yl)ethanone). As a reaction SMILES: [CH3:1][N:2]1[C:7](=[S:8])[CH:6]=[C:5]([N:9]2[CH2:14][CH2:13][O:12][CH2:11][CH2:10]2)[N:4]=[C:3]1[CH2:15][C:16]([O-:18])=O.[Na+].Cl.CN(C)CCCN=C=NCC.[CH3:32][C@@H:33]1[CH2:41][C:40]2[C:35](=[CH:36][CH:37]=[CH:38][CH:39]=2)[NH:34]1>CN(C=O)C.N1C=CC=CC=1>[CH3:32][C@@H:33]1[CH2:41][C:40]2[C:35](=[CH:36][CH:37]=[CH:38][CH:39]=2)[N:34]1[C:16](=[O:18])[CH2:15][C:3]1[N:2]([CH3:1])[C:7](=[S:8])[CH:6]=[C:5]([N:9]2[CH2:10][CH2:11][O:12][CH2:13][CH2:14]2)[N:4]=1 |f:0.1,2.3|. Procedure details: The product is prepared by following the procedure described in example 4e (step 4e) using 250 mg of sodium (1-methyl-4-morpholin-4-yl-6-thioxo-1,6-dihydropyrimidin-2-yl)acetate in 6 ml of DMF and 6 ml of pyridine are added 512 mg of N-[3-(dimethylamino)propyl]-N′-ethylcarbodiimide hydrochloride and 126 mg of (R)-2-methyl-2,3-dihydro-1H-indole (which can be prepared according to Krasnov, V. P. et al. (Mendeleev Commun. 2002, 12(1), 27-28)).